This data is from the Open Reaction Database (ORD), a public repository of structured organic reaction records. The task is: describe an organic reaction: reactants, conditions, products, and yield The reactants are CC(C)(C)c1ccc(C(=O)Nc2ccccc2N)cc1, O=C(O)c1ccc2cc[nH]c2c1. Product: CC(C)(C)c1ccc(C(=O)Nc2ccccc2NC(=O)c2ccc3cc[nH]c3c2)cc1. RXN SMILES: [C:1]([CH3:2])([CH3:3])([CH3:4])[c:5]1[cH:6][cH:7][c:8]([C:9](=[O:10])[NH:11][c:12]2[c:13]([NH2:18])[cH:14][cH:15][cH:16][cH:17]2)[cH:19][cH:20]1.[nH:21]1[cH:22][cH:23][c:24]2[cH:25][cH:26][c:27]([C:30](=[O:31])[OH:32])[cH:28][c:29]12>>[C:1]([CH3:2])([CH3:3])([CH3:4])[c:5]1[cH:6][cH:7][c:8]([C:9](=[O:10])[NH:11][c:12]2[c:13]([NH:18][C:30]([c:27]3[cH:26][cH:25][c:24]4[cH:23][cH:22][nH:21][c:29]4[cH:28]3)=[O:31])[cH:14][cH:15][cH:16][cH:17]2)[cH:19][cH:20]1. The reactants are CC(=O)[O-], CCO, O=Cc1c[nH]c2ccc(Cl)cc12, Cl, NO, [Na+], [Zn]. Product: NCc1c[nH]c2ccc(Cl)cc12. RXN SMILES: [CH3:17][C:18](=[O:19])[O-:20].[CH3:21][CH2:22][OH:23].[Cl:1][c:2]1[cH:3][c:4]2[c:5]([CH:11]=[O:12])[cH:6][nH:7][c:8]2[cH:9][cH:10]1.[ClH:13].[NH2:14][OH:15].[Na+:16].[Zn:24]>>[Cl:1][c:2]1[cH:3][c:4]2[c:5]([CH2:11][NH2:14])[cH:6][nH:7][c:8]2[cH:9][cH:10]1. The reactants are C(#N)CCOP(=O)(O)CNCC(=O)OCC (ethyl N-[O-(β-cyanoethyl)-phosphonomethyl]-aminoacetate). Run in O (water). Product: C(#N)CCOP(=O)(O)CNCC(=O)O (N-[O-(β-cyanoethyl)-phosphonomethyl]-glycine). RXN SMILES: [C:1]([CH2:3][CH2:4][O:5][P:6]([CH2:9][NH:10][CH2:11][C:12]([O:14]CC)=[O:13])([OH:8])=[O:7])#[N:2]>O>[C:1]([CH2:3][CH2:4][O:5][P:6]([CH2:9][NH:10][CH2:11][C:12]([OH:14])=[O:13])([OH:8])=[O:7])#[N:2]. Reported procedure: 25 g (0.1 mols) of ethyl N-[O-(β-cyanoethyl)-phosphonomethyl]-aminoacetate in 200 ml of water are heated under reflux for 16 hours. The water is then evaporated off in vacuo in a rotary evaporator and the residue is dried at 50° under high vacuum. Thereafter the residue is warmed with 300 ml of ethanol. Starting materials: ClC=1C(C(=C(C(C1Cl)=O)C#N)C#N)=O (2,3-dichloro-5,6-dicyano-1,4-benzoquinone), CC1=CC=C(C=C1)C=1C(=NC=NC1Cl)Cl (5-(4-methylphenyl)-4,6-dichloropyrimidine), C (charcoal), S1C=CC=C1 (thiophene), C(CCC)[Li].CCCCCC (n-butyl lithium n-hexane). Solvent: O1CCCC1 (tetrahydrofuran), O1CCCC1 (tetrahydrofuran), O (water), C(C)(=O)O (acetic acid), O1CCCC1 (tetrahydrofuran). Conditions: temperature 0 celsius, time 1.5 hour. The product is CC1=CC=C(C=C1)C=1C(=NC(=NC1Cl)C=1SC=CC1)Cl (5-(4-methylphenyl)-4,6-dichloro-2-(2-thienyl)pyrimidine). Yield: 49.1%. RXN SMILES: [S:1]1[CH:5]=[CH:4][CH:3]=[CH:2]1.C([Li])CCC.CCCCCC.[CH3:17][C:18]1[CH:23]=[CH:22][C:21]([C:24]2[C:25]([Cl:31])=[N:26][CH:27]=[N:28][C:29]=2[Cl:30])=[CH:20][CH:19]=1.ClC1C(=O)C(C#N)=C(C#N)C(=O)C=1Cl.C>O1CCCC1.O.C(O)(=O)C>[CH3:17][C:18]1[CH:19]=[CH:20][C:21]([C:24]2[C:29]([Cl:30])=[N:28][C:27]([C:2]3[S:1][CH:5]=[CH:4][CH:3]=3)=[N:26][C:25]=2[Cl:31])=[CH:22][CH:23]=1 |f:1.2|. Procedure: To a solution of thiophene (1.69 g) in anhydrous tetrahydrofuran (20 ml) is added dropwise a 1.6M n-butyl lithium/n-hexane solution (11.4 ml) at 0° C. under argon atmosphere over a period of 30 minutes. To the mixture is added dropwise and gradually a solution of 5-(4-methylphenyl)-4,6-dichloropyrimidine (4.0 g) in anhydrous tetrahydrofuran (5 ml) at -60° C. The mixture is warmed to 0° C., and stirred for 1.5 hour. After the reaction is complete, to the mixture are added acetic acid (1.5 g) and ... The reactants are [BH4-], C1CCOC1, CCCCCCCCN(c1c(C=O)cccc1C(=O)OC)S(=O)(=O)c1ccc(OC)cc1, CO, [Na+]. The product is CCCCCCCCN(c1c(CO)cccc1C(=O)OC)S(=O)(=O)c1ccc(OC)cc1. RXN SMILES: [BH4-:33].[CH2:37]1[O:38][CH2:39][CH2:40][CH2:41]1.[CH3:1][O:2][C:3]([c:4]1[c:5]([N:12]([CH2:13][CH2:14][CH2:15][CH2:16][CH2:17][CH2:18][CH2:19][CH3:20])[S:21](=[O:22])(=[O:23])[c:24]2[cH:25][cH:26][c:27]([O:30][CH3:31])[cH:28][cH:29]2)[c:6]([CH:10]=[O:11])[cH:7][cH:8][cH:9]1)=[O:32].[CH3:35][OH:36].[Na+:34]>>[CH3:1][O:2][C:3]([c:4]1[c:5]([N:12]([CH2:13][CH2:14][CH2:15][CH2:16][CH2:17][CH2:18][CH2:19][CH3:20])[S:21](=[O:22])(=[O:23])[c:24]2[cH:25][cH:26][c:27]([O:30][CH3:31])[cH:28][cH:29]2)[c:6]([CH2:10][OH:11])[cH:7][cH:8][cH:9]1)=[O:32]. Procedure details: The title compound was prepared in a manner analogous to Example 28 except the starting indole is 5,7-diBOC-2,10-dichloro-6-hydroxyindolo[2,3-b]carbazole and the reagent is (S)-(+)-1-(tert-butoxycarbonyl)-2-pyrrolidinemethanol. 1H-NMR (400 MHz, CD3OD) δ ppm 8.44 (s, 1 H), 8.11 (d, J=2.0 Hz, 2 H), 7.41 (d, J=8.4 Hz, 2 H), 7.29 (dd, J=8.4, 2.4 Hz, 2 H), 4.36 (t, J=7.2 Hz, 2 H), 3.09-3.01 (m, 2 H), 2.62 (td, J=12.4, 2.4 Hz, 2 H), 1.96-1.87 (m, 2 H), 1.83-1.70 (m, 3 H), 1.33-1.18 (m, 2 H); MS (ESI) ... Product: ClC=1C=C2C=3C=C4C(=C(C3NC2=CC1)OCCC1CCNCC1)NC=1C=CC(=CC14)Cl (2,10-dichloro-6-(2-(piperidin-4-yl)ethoxy)-5,7-dihydroindolo[2,3-b]carbazole). The reactants are N1C=CC2=CC=CC=C12 (indole), C(=O)(OC(C)(C)C)N1C2=CC=C(C=C2C=2C=C3C(=C(C12)O)N(C=1C=CC(=CC13)Cl)C(=O)OC(C)(C)C)Cl (5,7-diBOC-2,10-dichloro-6-hydroxyindolo[2,3-b]carbazole), C(C)(C)(C)OC(=O)N1[C@@H](CCC1)CO ((S)-(+)-1-(tert-butoxycarbonyl)-2-pyrrolidinemethanol). RXN SMILES: [NH:1]1[C:9]2[C:4](=[CH:5][CH:6]=[CH:7]C=2)[CH:3]=[CH:2]1.C([N:17]1[C:29]2[C:28]([OH:30])=[C:27]3[N:31](C(OC(C)(C)C)=O)[C:32]4[CH:33]=[CH:34][C:35]([Cl:38])=[CH:36][C:37]=4[C:26]3=[CH:25][C:24]=2[C:23]2[C:18]1=[CH:19][CH:20]=[C:21]([Cl:46])[CH:22]=2)(OC(C)(C)C)=O.C(OC(N1CCC[C@H]1CO)=O)(C)(C)C>>[Cl:46][C:21]1[CH:22]=[C:23]2[C:18](=[CH:19][CH:20]=1)[NH:17][C:29]1[C:28]([O:30][CH2:7][CH2:6][CH:5]3[CH2:3][CH2:2][NH:1][CH2:9][CH2:4]3)=[C:27]3[NH:31][C:32]4[CH:33]=[CH:34][C:35]([Cl:38])=[CH:36][C:37]=4[C:26]3=[CH:25][C:24]2=1.